From a dataset of the Open Reaction Database (ORD), a public repository of structured organic reaction records. describe an organic reaction: reactants, conditions, products, and yield Starting materials: CC(=O)c1ccc(Br)c([N+](=O)[O-])c1, CC1(C)CC=C(B(O)O)CC1, CCOC(C)=O, CCCCCC. The product is CC(=O)c1ccc(C2=CCC(C)(C)CC2)c([N+](=O)[O-])c1. As a reaction SMILES: [Br:1][c:2]1[c:3]([N+:11](=[O:12])[O-:13])[cH:4][c:5]([C:8]([CH3:9])=[O:10])[cH:6][cH:7]1.[CH3:14][C:15]1([CH3:24])[CH2:16][CH:17]=[C:18]([B:21]([OH:22])[OH:23])[CH2:19][CH2:20]1.[CH3:25][CH2:26][O:27][C:28]([CH3:29])=[O:30].[CH3:31][CH2:32][CH2:33][CH2:34][CH2:35][CH3:36]>>[c:2]1([C:18]2=[CH:17][CH2:16][C:15]([CH3:14])([CH3:24])[CH2:20][CH2:19]2)[c:3]([N+:11](=[O:12])[O-:13])[cH:4][c:5]([C:8]([CH3:9])=[O:10])[cH:6][cH:7]1. Starting materials: [Cl-], Cl, O=N[O-], CCOC(=O)C(C)(C)c1ccc(N)cc1, [Na+], O, O, O. Product: CCOC(=O)C(C)(C)c1ccc(NN)cc1. RXN SMILES: [Cl-:22].[ClH:23].[N:16]([O-:17])=[O:18].[NH2:1][c:2]1[cH:3][cH:4][c:5]([C:8]([C:9](=[O:10])[O:11][CH2:12][CH3:13])([CH3:14])[CH3:15])[cH:6][cH:7]1.[Na+:19].[OH2:20].[OH2:21].[OH2:24]>>[NH:1]([c:2]1[cH:3][cH:4][c:5]([C:8]([C:9](=[O:10])[O:11][CH2:12][CH3:13])([CH3:14])[CH3:15])[cH:6][cH:7]1)[NH2:16]. Reactants: C(CCC(=O)C)(=O)O (levulinic acid), S(O)(O)(=O)=O (sulfuric acid), Cl.FC(C1=CC=C(C=C1)NN)(F)F (4-trifluoromethylphenylhydrazine hydrochloride), C(C)O (ethanol). The solvent is O (water). Yields the product C(C)OC(CC1=C(NC2=CC=C(C=C12)C(F)(F)F)C)=O (ethyl-2-methyl-5-trifluoromethyl-3-indoleacetate). As a reaction SMILES: [C:1]([OH:8])(=[O:7])[CH2:2][CH2:3][C:4]([CH3:6])=O.Cl.[F:10][C:11]([F:21])([F:20])[C:12]1[CH:17]=[CH:16][C:15]([NH:18]N)=[CH:14][CH:13]=1.[CH2:22](O)[CH3:23].S(=O)(=O)(O)O>O>[CH2:22]([O:8][C:1](=[O:7])[CH2:2][C:3]1[C:16]2[C:15](=[CH:14][CH:13]=[C:12]([C:11]([F:21])([F:20])[F:10])[CH:17]=2)[NH:18][C:4]=1[CH3:6])[CH3:23] |f:1.2|. Reported procedure: A stirred mixture of 11.6 g. of levulinic acid, 21.3 g. of 4-trifluoromethylphenylhydrazine hydrochloride, 125 ml. of ethanol and 10 ml. of concentrated sulfuric acid is heated under reflux for 24 hours. The reaction mixture is poured onto chopped ice and water. A precipitate forms and is collected by filtration to give ethyl-2-methyl-5-trifluoromethyl-3-indoleacetate. Reactants: C1(O)=CC=C(O)C=C1 (hydroquinone), CO (methanol). The reagents and catalysts are catalyst. Conditions: time 4 hour. The product is COC1=CC=C(O)C=C1 (hydroquinone monomethyl ether). Reaction SMILES: [C:1]1([CH:8]=[CH:7][C:5]([OH:6])=[CH:4][CH:3]=1)[OH:2].[CH3:9]O>>[CH3:9][O:2][C:1]1[CH:8]=[CH:7][C:5]([OH:6])=[CH:4][CH:3]=1. Procedure details: 2.0 g of the catalyst prepared as in the preceding test are fed into the autoclave with 5.0 g of hydroquinone and 40 cm3 of methanol. The autoclave is kept at 105° C. for 4 hours under nitrogen. 0.25 g of hydroquinone monomethyl ether are obtained. The reactants are [N+](=O)([O-])C (nitromethane), C1=CC2=NO[N+](=C2C=C1)[O-] (benzofuroxan), CC1=CC(=NC=N1)C (dimethylpyrimidine). Run in O1CCCC1 (tetrahydrofuran). The product is ON1C=[N+](C2=C1C=CC=C2)[O-] (1-Hydroxybenzimidazole-3-Oxide). Reaction SMILES: [N+]([CH3:4])([O-])=O.[CH:5]1[CH:13]=[CH:12][C:11]2[C:7](=[N:8][O:9][N+:10]=2[O-:14])[CH:6]=1.CC1N=CN=C(C)C=1>O1CCCC1>[OH:9][N:8]1[C:7]2[CH:6]=[CH:5][CH:13]=[CH:12][C:11]=2[N+:10]([O-:14])=[CH:4]1. Procedure: To a mixture containing nitromethane (7.4 g., 0.12 moles), benzofuroxan (13.6 g., 0.10 moles) and tetrahydrofuran (50 ml.) is slowly added dimethylpyrimidine (11.3 g.) dropwise. The heat of reaction causes the reaction temperature to rise sharply; therefore, an ice-bath is used to maintain a steady rate of reflux. Upon completion of addition, the resulting mixture is allowed to cool to room temperature whereupon the solid product which precipitates is filtered, washed with water, dried and recry... Starting materials: [N+](=O)([O-])C1=C(C=CC=C1)O (2-nitrophenol), C1(=CC=C(C=C1)S(=O)(=O)OCC(F)(F)F)C (2,2,2-trifluoroethyl para-toluenesulfonate), C([O-])([O-])=O.[K+].[K+] (potassium carbonate), CN(C)C=O (DMF). The solvent is O (water). Conditions: temperature 140 celsius. The product is FC(COC1=C(C=CC=C1)[N+](=O)[O-])(F)F (1-(2,2,2-trifluoroethoxy)-2-nitrobenzene). The yield is 86.7%. Reaction SMILES: [N+:1]([C:4]1[CH:9]=[CH:8][CH:7]=[CH:6][C:5]=1[OH:10])([O-:3])=[O:2].C1(C)C=CC(S(O[CH2:21][C:22]([F:25])([F:24])[F:23])(=O)=O)=CC=1.C(=O)([O-])[O-].[K+].[K+].CN(C=O)C>O>[F:23][C:22]([F:25])([F:24])[CH2:21][O:10][C:5]1[CH:6]=[CH:7][CH:8]=[CH:9][C:4]=1[N+:1]([O-:3])=[O:2] |f:2.3.4|. Procedure details: A mixture of 2-nitrophenol (18.8 g, 135 mmol), 2,2,2-trifluoroethyl para-toluenesulfonate (34.36 g, 135 mmol), potassium carbonate (18.7 g, 135 mmol) and DMF (200 mL) was heated 16 hours at 140° C. The reaction mixture then was cooled, diluted with water (600 mL) and extracted with ether/hexanes (1:1; 3×400 mL). The combined extracts were washed with saturated sodium bicarbonate (3×100 mL) and brine, dried (Na2SO4), filtered and concentrated to give 1-(2,2,2-trifluoroethoxy)-2-nitrobenzene (27 g...